Task: describe an organic reaction: reactants, conditions, products, and yield. Dataset: the Open Reaction Database (ORD), a public repository of structured organic reaction records Reactants: CC(C)CO, C1CCOC1, C[Si](C)(C)[N-][Si](C)(C)C, CC(=O)N1CCC(c2nc(CCl)c(-c3ccccc3)o2)CC1, [Na+]. Product: CC(=O)N1CCC(c2nc(COCC(C)C)c(-c3ccccc3)o2)CC1. Reaction SMILES: [CH2:1]([CH:2]([CH3:3])[CH3:4])[OH:5].[CH2:38]1[O:39][CH2:40][CH2:41][CH2:42]1.[CH3:6][Si:7]([N-:8][Si:9]([CH3:10])([CH3:11])[CH3:12])([CH3:13])[CH3:14].[Cl:16][CH2:17][c:18]1[n:19][c:20]([CH:29]2[CH2:30][CH2:31][N:32]([C:35]([CH3:36])=[O:37])[CH2:33][CH2:34]2)[o:21][c:22]1-[c:23]1[cH:24][cH:25][cH:26][cH:27][cH:28]1.[Na+:15]>>[CH2:1]([CH:2]([CH3:3])[CH3:4])[O:5][CH2:17][c:18]1[n:19][c:20]([CH:29]2[CH2:30][CH2:31][N:32]([C:35]([CH3:36])=[O:37])[CH2:33][CH2:34]2)[o:21][c:22]1-[c:23]1[cH:24][cH:25][cH:26][cH:27][cH:28]1. Reactants: Cc1cc2c(c(C)c1C(F)(F)F)NCCCC2N(Cc1cc(Cl)cc(C(F)(F)F)c1)c1nnn(C)n1, CC(Cl)Cl, Cc1cc2c(cc1C(F)(F)F)N(Cc1ccncc1)CCCC2N(Cc1cc(F)cc(C(F)(F)F)c1)c1nnn(C)n1, O=Cc1ccncc1. Yields the product Cc1cc2c(c(C)c1C(F)(F)F)N(Cc1ccncc1)CCCC2N(Cc1cc(Cl)cc(C(F)(F)F)c1)c1nnn(C)n1. RXN SMILES: [Cl:43][c:44]1[cH:45][c:46]([CH2:47][N:48]([c:49]2[n:50][n:51][n:52]([CH3:54])[n:53]2)[CH:55]2[c:56]3[c:57]([c:62]([CH3:71])[c:63]([C:67]([F:68])([F:69])[F:70])[c:64]([CH3:66])[cH:65]3)[NH:58][CH2:59][CH2:60][CH2:61]2)[cH:72][c:73]([C:75]([F:76])([F:77])[F:78])[cH:74]1.[Cl:87][CH:88]([Cl:89])[CH3:90].[F:1][c:2]1[cH:3][c:4]([CH2:12][N:13]([CH:14]2[CH2:15][CH2:16][CH2:17][N:18]([CH2:20][c:21]3[cH:22][cH:23][n:24][cH:25][cH:26]3)[c:19]3[cH:27][c:28]([C:29]([F:30])([F:31])[F:32])[c:33]([CH3:34])[cH:35][c:36]32)[c:37]2[n:38][n:39][n:40]([CH3:41])[n:42]2)[cH:5][c:6]([C:7]([F:8])([F:9])[F:10])[cH:11]1.[n:79]1[cH:80][cH:81][c:82]([CH:83]=[O:84])[cH:85][cH:86]1>>[CH2:20]([c:21]1[cH:22][cH:23][n:24][cH:25][cH:26]1)[N:58]1[c:57]2[c:56]([cH:65][c:64]([CH3:66])[c:63]([C:67]([F:68])([F:69])[F:70])[c:62]2[CH3:71])[CH:55]([N:48]([CH2:47][c:46]2[cH:45][c:44]([Cl:43])[cH:74][c:73]([C:75]([F:76])([F:77])[F:78])[cH:72]2)[c:49]2[n:50][n:51][n:52]([CH3:54])[n:53]2)[CH2:61][CH2:60][CH2:59]1. The reactants are ClCCCBr, CN(C)C=O, [H-], [Na+], O=Cc1ccc(O)cc1. The product is O=Cc1ccc(OCCCCl)cc1. Reaction SMILES: [Br:12][CH2:13][CH2:14][CH2:15][Cl:16].[CH3:17][N:18]([CH3:19])[CH:20]=[O:21].[H-:1].[Na+:2].[OH:3][c:4]1[cH:5][cH:6][c:7]([CH:8]=[O:9])[cH:10][cH:11]1>>[O:3]([c:4]1[cH:5][cH:6][c:7]([CH:8]=[O:9])[cH:10][cH:11]1)[CH2:13][CH2:14][CH2:15][Cl:16]. The reactants are COC1=NC(=CC(=N1)C=1C=C(C=CC1)O)NCCC1=CC=C(C=C1)OC (3-{2-methoxy-6-[2-(4-methoxy-phenyl)-ethylamino]-pyrimidin-4-yl}-phenol), C(=O)([O-])[O-].[Cs+].[Cs+] (Cs2CO3), BrC(C(=O)OCC)(C)C (ethyl 2-bromo-2-methylpropionate). The solvent is CN(C)C=O (N,N′-dimethylformamide), O (water). Reaction conditions: temperature 60 celsius. Product: C(C)OC(C(C)(C)OC1=CC(=CC=C1)C1=NC(=NC(=C1)NCCC1=CC=C(C=C1)OC)OC)=O (2-(3-{2-methoxy-6-[2-(4-methoxy-phenyl)-ethylamino]-pyrimidin-4-yl}-phenoxy)-2-methyl-propionic acid ethyl ester). The yield is 62.0%. Reaction SMILES: [CH3:1][O:2][C:3]1[N:8]=[C:7]([C:9]2[CH:10]=[C:11]([OH:15])[CH:12]=[CH:13][CH:14]=2)[CH:6]=[C:5]([NH:16][CH2:17][CH2:18][C:19]2[CH:24]=[CH:23][C:22]([O:25][CH3:26])=[CH:21][CH:20]=2)[N:4]=1.C([O-])([O-])=O.[Cs+].[Cs+].Br[C:34]([CH3:41])([CH3:40])[C:35]([O:37][CH2:38][CH3:39])=[O:36]>CN(C=O)C.O>[CH2:38]([O:37][C:35](=[O:36])[C:34]([O:15][C:11]1[CH:12]=[CH:13][CH:14]=[C:9]([C:7]2[CH:6]=[C:5]([NH:16][CH2:17][CH2:18][C:19]3[CH:20]=[CH:21][C:22]([O:25][CH3:26])=[CH:23][CH:24]=3)[N:4]=[C:3]([O:2][CH3:1])[N:8]=2)[CH:10]=1)([CH3:41])[CH3:40])[CH3:39] |f:1.2.3|. Reported procedure: A mixture of 3-{2-methoxy-6-[2-(4-methoxy-phenyl)-ethylamino]-pyrimidin-4-yl}-phenol (400 mg, 1.14 mmol, Example 35(p)], Cs2CO3 (1.1 g, 3.41 mmol), and ethyl 2-bromo-2-methylpropionate (0.5 mL, 3.41 mmol) in N,N′-dimethylformamide (4 mL) is heated to 60° C. for 15 hours. The reaction mixture is diluted with water, and extracted with ethyl acetate. The extracts are dried over magnesium sulfate, filtered and concentrated. The residue is subjected to chromatography on silica gel eluting with 50% Et... Starting materials: C(C)C1=NN(C(S1)=NC(=O)C1=C(CCC1)C(=O)O)CC1=CC=C(C=C1)C1=C(C=CC=C1)C1=NN=NN1 (2-[[5-ethyl-3-[2'-(1H-tetrazol-5-yl)biphenyl-4-yl]methyl-1,3,4-thiadiazolin-2-ylidene]aminocarbonyl]-1-cyclopentenecarboxylic acid), [OH-].[K+] (potassium hydroxide). Solvent: C(C)O (ethanol), C(C)O (ethanol). Yields the product C(C)C1=NN(C(S1)=NC(=O)C1=C(CCC1)C(=O)[O-])CC1=CC=C(C=C1)C1=C(C=CC=C1)C1=NN=NN1.[K+] (Monopotassium 2-[[5-ethyl-3-[2'-(1H-tetrazol-5-yl)biphenyl-4-yl]methyl-1,3,4-thiadiazolin-2-yliden]aminocarbonyl]-1-cyclopentenecarboxylate). RXN SMILES: [CH2:1]([C:3]1[S:7][C:6](=[N:8][C:9]([C:11]2[CH2:15][CH2:14][CH2:13][C:12]=2[C:16]([OH:18])=[O:17])=[O:10])[N:5]([CH2:19][C:20]2[CH:25]=[CH:24][C:23]([C:26]3[CH:31]=[CH:30][CH:29]=[CH:28][C:27]=3[C:32]3[NH:36][N:35]=[N:34][N:33]=3)=[CH:22][CH:21]=2)[N:4]=1)[CH3:2].[OH-].[K+:38]>C(O)C>[CH2:1]([C:3]1[S:7][C:6](=[N:8][C:9]([C:11]2[CH2:15][CH2:14][CH2:13][C:12]=2[C:16]([O-:18])=[O:17])=[O:10])[N:5]([CH2:19][C:20]2[CH:21]=[CH:22][C:23]([C:26]3[CH:31]=[CH:30][CH:29]=[CH:28][C:27]=3[C:32]3[NH:33][N:34]=[N:35][N:36]=3)=[CH:24][CH:25]=2)[N:4]=1)[CH3:2].[K+:38] |f:1.2,4.5|. Procedure: To 206 mg of 2-[[5-ethyl-3-[2'-(1H-tetrazol-5-yl)biphenyl-4-yl]methyl-1,3,4-thiadiazolin-2-ylidene]aminocarbonyl]-1-cyclopentenecarboxylic acid, 8.3 ml of a 0.05N potassium hydroxide solution in ethanol and 50 ml of ethanol were added, followed by heating over water bath to dissolve completely. From the resulting solution, the solvent was distilled off under reduced pressure. To the residue, ethanol was added and the solid so precipitated was collected by filtration. The solid was dried under re... Starting materials: N1=C(C=CC=C1)CCNC=1C(N(C(=CN1)C)CC(=O)O)=O (3-[2-(2-pyridyl)ethylamino]-6-methyl-1-carboxymethylpyrazinone), ClC1=C(CN)C=C(C=C1)Cl (2,5-dichlorobenzylamine). The product is N1=C(C=CC=C1)CCNC=1C(N(C(=CN1)C)NC(CCC1=C(C=CC(=C1)Cl)Cl)=O)=O (3-[2-(2-Pyridyl)ethylamino]-6-Methyl-1-(2,5-Dichlorobenzyl-acetamido)-2-Pyrazinone). As a reaction SMILES: [N:1]1[CH:6]=[CH:5][CH:4]=[CH:3][C:2]=1[CH2:7][CH2:8][NH:9][C:10]1[C:11](=[O:21])[N:12](CC(O)=O)[C:13]([CH3:16])=[CH:14][N:15]=1.[Cl:22][C:23]1[CH:30]=[CH:29][C:28]([Cl:31])=[CH:27][C:24]=1[CH2:25]N>>[N:1]1[CH:6]=[CH:5][CH:4]=[CH:3][C:2]=1[CH2:7][CH2:8][NH:9][C:10]1[C:11](=[O:21])[N:12]([NH:12][C:11](=[O:21])[CH2:10][CH2:25][C:24]2[CH:27]=[C:28]([Cl:31])[CH:29]=[CH:30][C:23]=2[Cl:22])[C:13]([CH3:16])=[CH:14][N:15]=1. Reported procedure: The title compound was prepared from 3-[2-(2-pyridyl)ethylamino]-6-methyl-1-carboxymethylpyrazinone and 2,5-dichlorobenzylamine using the procedure of EXAMPLE V, Step F, mp 188°-191° C.: MS (FAB) 446 (M+1)+. The reactants are [Cr](=O)(=O)([O-])[O-].[Na+].[Na+] (sodium chromate), S(O)(O)(=O)=O (sulfuric acid), S([O-])(O)(=O)=O.[Na+] (sodium bisulfate). Product: S(=O)(=O)([O-])[O-].[Na+].[Na+] (sodium sulfate), [O-][Cr](=O)(=O)O[Cr](=O)(=O)[O-].[Na+].[Na+] (sodium bichromate). Reaction SMILES: [Cr:1]([O-:5])([O-:4])(=[O:3])=[O:2].[Na+:6].[Na+].[S:8](=[O:12])(=[O:11])([OH:10])[OH:9].S(=O)(=O)(O)[O-].[Na+]>>[S:8]([O-:12])([O-:11])(=[O:10])=[O:9].[Na+:6].[Na+:6].[O-:2][Cr:1]([O:5][Cr:1]([O-:4])(=[O:3])=[O:2])(=[O:4])=[O:3].[Na+:6].[Na+:6] |f:0.1.2,4.5,6.7.8,9.10.11|. Procedure details: In the drawing, a solution of sodium chromate (Na2CrO4) in line 1 is added to acidifier 2. When sulfuric acid from line 3 and sodium bisulfate from line 4 are added, sodium sulfate and sodium bichromate (Na2Cr2O7) are produced. The solution of sodium bichromate passes through line 5 to evaporator 6 where water is evaporated, resulting in the precipitation of the sodium sulfate. The water is removed through line 7 and the slurry passes through line 8 to separator 9 where the solution of 69 to 92 ... The reactants are NC1[C@@H]2N(C(=C(CS2)C=NOC)C(=O)O)C1=O (7-amino-3-methoxyiminomethyl-3-cephem-4-carboxylic acid), S1C(=CC=C1)CC(=O)Cl (2-thienylacetyl chloride), S1C(=CC=C1)CC(=O)O (2-thienylacetic acid), S(=O)(Cl)Cl (thionyl chloride). Run in C(Cl)(Cl)Cl (chloroform), C(C)N(CC)CC (triethylamine), O (water), C(Cl)(Cl)Cl (chloroform). Conditions: time 2 hour. Yields the product CON=CC=1CS[C@H]2N(C1C(=O)O)C(C2NC(CC=2SC=CC2)=O)=O (3-methoxyiminomethyl-7-(2-thienylacetamido)-3-cephem-4-carboxylic acid). The yield is 82.0%. As a reaction SMILES: [NH2:1][CH:2]1[C:16](=[O:17])[N:4]2[C:5]([C:13]([OH:15])=[O:14])=[C:6]([CH:9]=[N:10][O:11][CH3:12])[CH2:7][S:8][C@H:3]12.[S:18]1[CH:22]=[CH:21][CH:20]=[C:19]1[CH2:23][C:24](Cl)=[O:25].S1C=CC=C1CC(O)=O.S(Cl)(Cl)=O>C(Cl)(Cl)Cl.O.C(N(CC)CC)C>[CH3:12][O:11][N:10]=[CH:9][C:6]1[CH2:7][S:8][C@@H:3]2[CH:2]([NH:1][C:24](=[O:25])[CH2:23][C:19]3[S:18][CH:22]=[CH:21][CH:20]=3)[C:16](=[O:17])[N:4]2[C:5]=1[C:13]([OH:15])=[O:14]. Procedure details: To a solution of 7-amino-3-methoxyiminomethyl-3-cephem-4-carboxylic acid (134 mg) and triethylamine (0.1 ml) in chloroform (1 ml) is added 2-thienylacetyl chloride prepared from 2-thienylacetic acid (78 mg) and thionyl chloride (0.1 ml) in chloroform (1 ml), and the mixture is stirred at room temperature for 2 hours. The reaction mixture is diluted with water, adjusted to pH 2, and extracted with ethyl acetate. The extract solution is washed with water, dried and evaporated under reduced pressur... Reactants: C(C)(C)(C)OC(=O)N1C=CC2=C1N=CN=C2N2CCN(C1(CC1)C2)S(N(CCCC#N)CCCC#N)(=O)=O (4-{4-[Bis-(3-cyano-propyl)-sulfamoyl]-4,7-diaza-spiro[2.5]oct-7-yl}-pyrrolo[2,3-d]pyrimidine-7-carboxylic acid tert-butyl ester), C(C)(C)(C)OC(=O)N1C=CC2=C1N=CN=C2N2CCN(C1(CC1)C2)S(N(CCCC#N)CCCC#N)(=O)=O (4-{4-[Bis-(3-cyano-propyl)-sulfamoyl]-4,7-diaza-spiro[2.5]oct-7-yl}-pyrrolo[2,3-d]pyrimidine-7-carboxylic acid tert-butyl ester), C(=O)(C(F)(F)F)O (TFA). The solvent is C1CCOC1 (THF). Conditions: time 2 hour. Product: C(#N)CCCN(S(=O)(=O)N1C2(CC2)CN(CC1)C=1C2=C(N=CN1)NC=C2)CCCC#N (7-(7H-Pyrrolo[2,3-d]pyrimidin-4-yl)-4,7-diaza-spiro[2.5]octane-4-sulfonic acid bis-(3-cyano-propyl)-amide). Reaction SMILES: C(OC([N:8]1[C:12]2[N:13]=[CH:14][N:15]=[C:16]([N:17]3[CH2:24][C:21]4([CH2:23][CH2:22]4)[N:20]([S:25](=[O:38])(=[O:37])[N:26]([CH2:32][CH2:33][CH2:34][C:35]#[N:36])[CH2:27][CH2:28][CH2:29][C:30]#[N:31])[CH2:19][CH2:18]3)[C:11]=2[CH:10]=[CH:9]1)=O)(C)(C)C.C(O)(C(F)(F)F)=O>C1COCC1>[C:30]([CH2:29][CH2:28][CH2:27][N:26]([CH2:32][CH2:33][CH2:34][C:35]#[N:36])[S:25]([N:20]1[CH2:19][CH2:18][N:17]([C:16]2[C:11]3[CH:10]=[CH:9][NH:8][C:12]=3[N:13]=[CH:14][N:15]=2)[CH2:24][C:21]21[CH2:23][CH2:22]2)(=[O:38])=[O:37])#[N:31]. Procedure details: 4-{4-[Bis-(3-cyano-propyl)-sulfamoyl]-4,7-diaza-spiro[2.5]oct-7-yl}-pyrrolo[2,3-d]pyrimidine-7-carboxylic acid tert-butyl ester (intermediate 19) was dissolved in THF (1 mL), added TFA (0.5 mL) and then stirred at rt for 2 h. The crude reaction mixture was concentrated in vacuo and redissolved in MeOH (0.5 mL). The pure compound was obtained by standard preparative HPLC purification of the reaction mixture. Starting materials: C1(CCCC1)OC=1C=C(CC=2OC3=C(N2)C=CC=C3N)C=CC1OC (2-(3-cyclopentyloxy-4-methoxybenzyl)-7-aminobenzoxazole), N1C(=NC=C1)C=O (imidazole-2-carboxaldehyde), C(#N)[BH3-].[Na+] (sodium cyanoborohydride). Product: C1(CCCC1)OC=1C=C(CC=2OC3=C(N2)C=CC=C3NCC=3NC=CN3)C=CC1OC (2-(3-Cyclopentyloxy-4-methoxybenzyl)-7-(2-imidazolylmethylamino)Benzoxazole). The yield is 31.4%. RXN SMILES: [CH:1]1([O:6][C:7]2[CH:8]=[C:9]([CH:21]=[CH:22][C:23]=2[O:24][CH3:25])[CH2:10][C:11]2[O:12][C:13]3[C:19]([NH2:20])=[CH:18][CH:17]=[CH:16][C:14]=3[N:15]=2)[CH2:5][CH2:4][CH2:3][CH2:2]1.[NH:26]1[CH:30]=[CH:29][N:28]=[C:27]1[CH:31]=O.C([BH3-])#N.[Na+]>>[CH:1]1([O:6][C:7]2[CH:8]=[C:9]([CH:21]=[CH:22][C:23]=2[O:24][CH3:25])[CH2:10][C:11]2[O:12][C:13]3[C:19]([NH:20][CH2:31][C:27]4[NH:26][CH:30]=[CH:29][N:28]=4)=[CH:18][CH:17]=[CH:16][C:14]=3[N:15]=2)[CH2:5][CH2:4][CH2:3][CH2:2]1 |f:2.3|. Procedure: By employing a procedure similar to that in Example 33 and using 2-(3-cyclopentyloxy-4-methoxybenzyl)-7-aminobenzoxazole (1.3 g, 0.0038 mol), imidazole-2-carboxaldehyde (0.54 g, 0.0056 mol) and sodium cyanoborohydride (0.38 g, 0.0060 mol), a yellow oil was obtained after workup. The oil was triturated with a 50:50 blend of hexane in ether and the solid product (0.5 g) which was obtained, was separated by filtration. This solid could be recrystallized from ethanol (1 g/14 ml) to give the title co...